describe an organic reaction: reactants, conditions, products, and yield From a dataset of the Open Reaction Database (ORD), a public repository of structured organic reaction records. The reactants are CC(C)Oc1cc(CN2CCC(NC(=O)OC(C)(C)C)CC2)cc(OC(C)C)c1, Cl. Product: CC(C)Oc1cc(CN2CCC(N)CC2)cc(OC(C)C)c1. RXN SMILES: [C:1]([O:2][C:3](=[O:4])[NH:7][CH:8]1[CH2:9][CH2:10][N:11]([CH2:14][c:15]2[cH:16][c:17]([O:25][CH:26]([CH3:27])[CH3:28])[cH:18][c:19]([O:21][CH:22]([CH3:23])[CH3:24])[cH:20]2)[CH2:12][CH2:13]1)([CH3:5])([CH3:6])[CH3:29].[ClH:30]>>[NH2:7][CH:8]1[CH2:9][CH2:10][N:11]([CH2:14][c:15]2[cH:16][c:17]([O:25][CH:26]([CH3:27])[CH3:28])[cH:18][c:19]([O:21][CH:22]([CH3:23])[CH3:24])[cH:20]2)[CH2:12][CH2:13]1. Reactants: Br, CC(C)=O, COC(=O)CCCN1CCOCC1, O. Yields the product Br, O=C(O)CCCN1CCOCC1. Reaction SMILES: [BrH:14].[CH3:16][C:17](=[O:18])[CH3:19].[O:1]1[CH2:2][CH2:3][N:4]([CH2:7][CH2:8][CH2:9][C:10](=[O:11])[O:12][CH3:13])[CH2:5][CH2:6]1.[OH2:15]>>[BrH:14].[O:1]1[CH2:2][CH2:3][N:4]([CH2:7][CH2:8][CH2:9][C:10](=[O:11])[OH:12])[CH2:5][CH2:6]1. Starting materials: N#Cc1ccc(F)cc1Br, Cc1ccccc1, C1CCC(P(C2CCCCC2)C2CCCCC2)CC1, OB(O)C1CC1, [K+], [K+], [K+], O, O, O=P([O-])([O-])[O-]. Product: N#Cc1ccc(F)cc1C1CC1. Reaction SMILES: [Br:1][c:2]1[c:3]([C:4]#[N:5])[cH:6][cH:7][c:8]([F:10])[cH:9]1.[CH3:46][c:47]1[cH:48][cH:49][cH:50][cH:51][cH:52]1.[CH:11]1([P:12]([CH:16]2[CH2:17][CH2:18][CH2:19][CH2:20][CH2:21]2)[CH:24]2[CH2:15][CH2:14][CH2:13][CH2:28][CH2:29]2)[CH2:22][CH2:23][CH2:25][CH2:26][CH2:27]1.[CH:39]1([B:40]([OH:41])[OH:42])[CH2:43][CH2:44]1.[K+:36].[K+:37].[K+:38].[OH2:30].[OH2:45].[P:31]([O-:32])([O-:33])([O-:34])=[O:35]>>[c:2]1([CH:28]2[CH2:24][CH2:29]2)[c:3]([C:4]#[N:5])[cH:6][cH:7][c:8]([F:10])[cH:9]1. The reactants are NC1=C(C(C2=C(N=C(N=C2)S(=O)(=O)C)N1CC)=O)C(=O)N (7-Amino-8-ethyl-2-(methylsulfonyl)-5-oxo-5,8-dihydropyrido[2,3-d]pyrimidine-6-carboxamide), NC1=CC=C(C=C1)O (4-aminophenol). The solvent is CS(=O)C (DMSO). Reaction conditions: temperature 110 celsius. Yields the product NC1=C(C(C2=C(N=C(N=C2)NC2=CC=C(C=C2)O)N1CC)=O)C(=O)N (7-Amino-8-ethyl-2-[(4-hydroxyphenyl)amino]-5-oxo-5,8-dihydropyrido-[2,3-d]pyrimidine-6-carboxamide). The yield is 20.5%. As a reaction SMILES: [NH2:1][C:2]1[N:15]([CH2:16][CH3:17])[C:6]2[N:7]=[C:8](S(C)(=O)=O)[N:9]=[CH:10][C:5]=2[C:4](=[O:18])[C:3]=1[C:19]([NH2:21])=[O:20].[NH2:22][C:23]1[CH:28]=[CH:27][C:26]([OH:29])=[CH:25][CH:24]=1>CS(C)=O>[NH2:1][C:2]1[N:15]([CH2:16][CH3:17])[C:6]2[N:7]=[C:8]([NH:22][C:23]3[CH:28]=[CH:27][C:26]([OH:29])=[CH:25][CH:24]=3)[N:9]=[CH:10][C:5]=2[C:4](=[O:18])[C:3]=1[C:19]([NH2:21])=[O:20]. Procedure: To a solution of 0.40 g (1.29 mmol) of the product obtained in step 1.5 in 4 mL of anhydrous DMSO is added 0.160 g (1.47 mmol) of 4-aminophenol. The reaction mixture is heated at 110°C. overnight and then evaporated to dryness. The solid residue is purified by chromatography on silica gel, eluting with a dichloromethane/methanol gradient (100/0 to 90/10). 0.090 g of the expected product is obtained in the form of an off-white solid. Yield=20%. m.p. >260°C. M+H+=341. The reactants are CCOC(=O)C(C(C)C)N1CC(Cc2nc3c(N4CCOCC4)nc(-n4c(C)nc5ccccc54)nc3n2C)C1, CCO, Cl, [Li+], [OH-], O. Yields the product Cc1nc2ccccc2n1-c1nc(N2CCOCC2)c2nc(CC3CN(C(C(=O)O)C(C)C)C3)n(C)c2n1. As a reaction SMILES: [CH3:1][CH:2]([CH:3]([C:4](=[O:5])[O:6][CH2:7][CH3:8])[N:9]1[CH2:10][CH:11]([CH2:13][c:14]2[n:15]([CH3:39])[c:16]3[n:17][c:18](-[n:29]4[c:30]([CH3:38])[n:31][c:32]5[c:33]4[cH:34][cH:35][cH:36][cH:37]5)[n:19][c:20]([N:23]4[CH2:24][CH2:25][O:26][CH2:27][CH2:28]4)[c:21]3[n:22]2)[CH2:12]1)[CH3:40].[CH3:41][CH2:42][OH:43].[ClH:46].[Li+:44].[OH-:45].[OH2:47]>>[CH3:1][CH:2]([CH:3]([C:4](=[O:5])[OH:6])[N:9]1[CH2:10][CH:11]([CH2:13][c:14]2[n:15]([CH3:39])[c:16]3[n:17][c:18](-[n:29]4[c:30]([CH3:38])[n:31][c:32]5[c:33]4[cH:34][cH:35][cH:36][cH:37]5)[n:19][c:20]([N:23]4[CH2:24][CH2:25][O:26][CH2:27][CH2:28]4)[c:21]3[n:22]2)[CH2:12]1)[CH3:40]. The reactants are C(C)(=O)O[C@@H]1[C@@H](OC(C2=CC=CC=C2)=O)[C@@H](OC(C2=CC=CC=C2)=O)[C@@H](O1)COC(C1=CC=CC=C1)=O (1-O-acetyl-2,3,5-tri-O-benzoyl-β-L-ribofuranose), O (water), Br (HBr). Run in C(Cl)Cl (CH2Cl2), C(Cl)Cl (CH2Cl2). Run at temperature 0 celsius, time 3.5 hour. The product is C(C1=CC=CC=C1)(=O)O[C@H]1[C@@H](O)[C@@H](OC(C2=CC=CC=C2)=O)[C@@H](O1)COC(C1=CC=CC=C1)=O (1,3,5-Tri-O-benzoyl-α-L-ribofuranose). Yield: 150.3%. As a reaction SMILES: [C:1]([O:4][C@H:5]1[O:27][C@@H:26]([CH2:28][O:29][C:30](=[O:37])[C:31]2[CH:36]=[CH:35][CH:34]=[CH:33][CH:32]=2)[C@H:16]([O:17][C:18](=[O:25])[C:19]2[CH:24]=[CH:23][CH:22]=[CH:21][CH:20]=2)[C@@H:6]1[O:7]C(=O)C1C=CC=CC=1)(=[O:3])C.Br.O>C(Cl)Cl>[C:1]([O:4][C@@H:5]1[O:27][C@@H:26]([CH2:28][O:29][C:30](=[O:37])[C:31]2[CH:32]=[CH:33][CH:34]=[CH:35][CH:36]=2)[C@H:16]([O:17][C:18](=[O:25])[C:19]2[CH:24]=[CH:23][CH:22]=[CH:21][CH:20]=2)[C@@H:6]1[OH:7])(=[O:3])[C:19]1[CH:24]=[CH:23][CH:22]=[CH:21][CH:20]=1. Reported procedure: Compound 10 (9 g, 17.84 mmol) was stirred in 100 mL of CH2Cl2 at 0° C. while 70 mL of CH2Cl2 containing HBr (3.2 g, 30.5 mmol) was added in one portion. The mixture was stirred at 0° C. for 3.5 hrs, water (55 ml) was added and the mixture stirred at room temperature for 18 hours. The organic layer was separated, washed with saturated NaHCO3, dried (MgSO4). After evaporation of the solvent, a foam was obtained, which upon recrystallization from CH2Cl2 and n-hexane, gave 11 as a white solid (6.2 g...